Dataset: the Open Reaction Database (ORD), a public repository of structured organic reaction records. Task: describe an organic reaction: reactants, conditions, products, and yield The reactants are N1(CCNCC1)CCCO (1-Piperazinepropanol), ClCC(=O)N1C2=C(NC(C3=C1C=CC=C3)=O)C=CC=N2 (11-(2-chloroacetyl)-5,11-dihydro-6H-pyrido-[2,3-b][1,4]benzodiazepin-6-one), C([O-])([O-])=O.[Na+].[Na+] (sodium carbonate). Solvent: C(C)O (ethanol). Yields the product OCCCN1CCN(CC1)CC(=O)N1C2=C(NC(C3=C1C=CC=C3)=O)C=CC=N2 (11-[2-[4-(3-Hydroxypropyl)piperazin-1-yl]acetyl]-5,11-dihydro-6H-pyrido[2,3-b][1,4]benzodiazepin-6-one). RXN SMILES: [N:1]1([CH2:7][CH2:8][CH2:9][OH:10])[CH2:6][CH2:5][NH:4][CH2:3][CH2:2]1.Cl[CH2:12][C:13]([N:15]1[C:21]2[CH:22]=[CH:23][CH:24]=[CH:25][C:20]=2[C:19](=[O:26])[NH:18][C:17]2[CH:27]=[CH:28][CH:29]=[N:30][C:16]1=2)=[O:14].C(=O)([O-])[O-].[Na+].[Na+]>C(O)C>[OH:10][CH2:9][CH2:8][CH2:7][N:1]1[CH2:6][CH2:5][N:4]([CH2:12][C:13]([N:15]2[C:21]3[CH:22]=[CH:23][CH:24]=[CH:25][C:20]=3[C:19](=[O:26])[NH:18][C:17]3[CH:27]=[CH:28][CH:29]=[N:30][C:16]2=3)=[O:14])[CH2:3][CH2:2]1 |f:2.3.4|. Procedure: 1-Piperazinepropanol (8 g) was added to a suspension of 11-(2-chloroacetyl)-5,11-dihydro-6H-pyrido-[2,3-b][1,4]benzodiazepin-6-one (15 g) and anhydrous sodium carbonate (15 g) in absolute ethanol (250 ml). The reactants are Brc1cccnc1, O=C([O-])[O-], Cc1ccccc1, CCO, COc1ccc(B(O)O)cc1C=O, [Cs+], [Cs+]. Product: COc1ccc(-c2cccnc2)cc1C=O. As a reaction SMILES: [Br:14][c:15]1[cH:16][n:17][cH:18][cH:19][cH:20]1.[C:21](=[O:22])([O-:23])[O-:24].[CH3:27][c:28]1[cH:29][cH:30][cH:31][cH:32][cH:33]1.[CH3:34][CH2:35][OH:36].[CH:1](=[O:2])[c:3]1[cH:4][c:5]([B:11]([OH:12])[OH:13])[cH:6][cH:7][c:8]1[O:9][CH3:10].[Cs+:25].[Cs+:26]>>[CH:1](=[O:2])[c:3]1[cH:4][c:5](-[c:15]2[cH:16][n:17][cH:18][cH:19][cH:20]2)[cH:6][cH:7][c:8]1[O:9][CH3:10]. Reactants: [H-].[Al+3].[Li+].[H-].[H-].[H-] (lithium aluminum hydride), O1CCCC1 (tetrahydrofuran), O1CCCC1 (tetrahydrofuran), C(C)OC([C@H](CC[C@H](C(C)(C)OC(C)OCC)F)[C@H]1CC[C@H]2[C@@H]3CC=C4C[C@H](C[C@@H]([C@]4(C)[C@H]3CC[C@]12C)OC1OCCCC1)OC1OCCCC1)=O ([1α,3β,24R]-1,3-bis[(tetrahydro-2H-pyran-2-yl)oxy]-25-(1-ethoxyethoxy)-24-fluorocholest-5-en-21-oic acid ethyl ester). RXN SMILES: [H-].[Al+3].[Li+].[H-].[H-].[H-].O1CCCC1.C([O:14][C:15](=O)[C@@H:16]([C@@H:30]1[C@:47]2([CH3:48])[C@H:33]([C@H:34]3[C@H:44]([CH2:45][CH2:46]2)[C@:42]2([CH3:43])[C:37]([CH2:38][C@@H:39]([O:56][CH:57]4[CH2:62][CH2:61][CH2:60][CH2:59][O:58]4)[CH2:40][C@@H:41]2[O:49][CH:50]2[CH2:55][CH2:54][CH2:53][CH2:52][O:51]2)=[CH:36][CH2:35]3)[CH2:32][CH2:31]1)[CH2:17][CH2:18][C@@H:19]([F:29])[C:20]([O:23][CH:24]([O:26][CH2:27][CH3:28])[CH3:25])([CH3:22])[CH3:21])C>CCOCC>[O:51]1[CH2:52][CH2:53][CH2:54][CH2:55][CH:50]1[O:49][C@@H:41]1[C@@:42]2([CH3:43])[C:37](=[CH:36][CH2:35][C@@H:34]3[C@@H:44]2[CH2:45][CH2:46][C@@:47]2([CH3:48])[C@H:33]3[CH2:32][CH2:31][C@@H:30]2[C@H:16]([CH2:15][OH:14])[CH2:17][CH2:18][C@@H:19]([F:29])[C:20]([O:23][CH:24]([O:26][CH2:27][CH3:28])[CH3:25])([CH3:22])[CH3:21])[CH2:38][C@@H:39]([O:56][CH:57]2[CH2:62][CH2:61][CH2:60][CH2:59][O:58]2)[CH2:40]1 |f:0.1.2.3.4.5|. The product is O1C(CCCC1)O[C@H]1C[C@@H](CC2=CC[C@H]3[C@@H]4CC[C@H]([C@@H](CC[C@H](C(C)(C)OC(C)OCC)F)CO)[C@]4(CC[C@@H]3[C@@]12C)C)OC1OCCCC1 ([1α,3β,24R]-1,3-bis[(tetrahydro-2H-pyran-2-yl)oxy]-25-(1-ethoxyethoxy)-24-fluorocholest-5-en-21-ol). Solvent: CCOCC (ether). Procedure details: To a mixture of 0.34 g. (0.0090 mole) of lithium aluminum hydride and 17 ml. of tetrahydrofuran at 0° C. was added 4.26 g. of [1α,3β,24R]-1,3-bis[(tetrahydro-2H-pyran-2-yl)oxy]-25-(1-ethoxyethoxy)-24-fluorocholest-5-en-21-oic acid ethyl ester in 60 ml. of tetrahydrofuran. The mixture was heated at 50° C. for 1.5 hr, recooled to 0° C., and diluted with 200 ml. of ether. The mixture was then quenched with the dropwise addition of 0.68 ml. of water and 0.55 ml. of 10% aqueous sodium hydroxide. The ... Conditions: temperature 50 celsius, time 0.5 hour. Starting materials: O=C([O-])[O-], O=C(O)c1ccc2c(C3CCCCC3)c[nH]c2c1, Cl, CI, [K+], [K+], CN(C)C=O, O. Product: COC(=O)c1ccc2c(C3CCCCC3)c[nH]c2c1. Reaction SMILES: [C:19](=[O:20])([O-:21])[O-:22].[CH:1]1([c:7]2[cH:8][nH:9][c:10]3[cH:11][c:12]([C:16](=[O:17])[OH:18])[cH:13][cH:14][c:15]23)[CH2:2][CH2:3][CH2:4][CH2:5][CH2:6]1.[ClH:27].[I:25][CH3:26].[K+:23].[K+:24].[O:29]=[CH:30][N:31]([CH3:32])[CH3:33].[OH2:28]>>[CH:1]1([c:7]2[cH:8][nH:9][c:10]3[cH:11][c:12]([C:16](=[O:17])[O:18][CH3:19])[cH:13][cH:14][c:15]23)[CH2:2][CH2:3][CH2:4][CH2:5][CH2:6]1. Starting materials: ClC1=CC=C(C=C1)C(C(=O)O)C1=CC=C(C=C1)Cl (bis(4-chlorophenyl)acetic acid), NCCCN1CCC(CC1)C=1C=C(C=CC1C)NC(C(C)C)=O (N-{3-[1-(3-aminopropyl)-4-piperidinyl]-4-methylphenyl}-2-methylpropanamide). Yields the product ClC1=CC=C(C=C1)C(C(=O)NCCCN1CCC(CC1)C=1C=C(C=CC1C)NC(C(C)C)=O)C1=CC=C(C=C1)Cl (N-{3-[1-(3-{[BIS(4-CHLOROPHENYL)ACETYL]AMINO}PROPYL)-4-PIPERIDINYL]4-METHYLPHENYL}-2-METHYLPROPANAMIDE). Reaction SMILES: [Cl:1][C:2]1[CH:7]=[CH:6][C:5]([CH:8]([C:12]2[CH:17]=[CH:16][C:15]([Cl:18])=[CH:14][CH:13]=2)[C:9]([OH:11])=O)=[CH:4][CH:3]=1.[NH2:19][CH2:20][CH2:21][CH2:22][N:23]1[CH2:28][CH2:27][CH:26]([C:29]2[CH:30]=[C:31]([NH:36][C:37](=[O:41])[CH:38]([CH3:40])[CH3:39])[CH:32]=[CH:33][C:34]=2[CH3:35])[CH2:25][CH2:24]1>>[Cl:18][C:15]1[CH:16]=[CH:17][C:12]([CH:8]([C:5]2[CH:4]=[CH:3][C:2]([Cl:1])=[CH:7][CH:6]=2)[C:9]([NH:19][CH2:20][CH2:21][CH2:22][N:23]2[CH2:28][CH2:27][CH:26]([C:29]3[CH:30]=[C:31]([NH:36][C:37](=[O:41])[CH:38]([CH3:39])[CH3:40])[CH:32]=[CH:33][C:34]=3[CH3:35])[CH2:25][CH2:24]2)=[O:11])=[CH:13][CH:14]=1. Reported procedure: Example 52 was prepared from bis(4-chlorophenyl)acetic acid and N-{3-[1-(3-aminopropyl)-4-piperidinyl]-4-methylphenyl}-2-methylpropanamide according to the procedures described in Scheme 9: 1H NMR (400 MHz, CDCl3) δ 7.65 (s, 1H), 7.62 (d, 1H, J=2.4 Hz), 7.53 (t, 1H, J=4.8 Hz), 7.28–7.22 (m, 8H), 7.12 (dd, 1H, J=2.0, 8.4 Hz), 7.03 (d, 1H, J=8.0 Hz), 4.80 (s, 1H), 3.36 (dd, 2H, J=6.0, 11.6 Hz), 2.91 (d, 2H, J=14.0 Hz), 2.64 (m, 1H), 2.47 (m, 1H), 2.38 (t, 2H, J=5.6 Hz), 2.24 (s, 3H), 2.00–1.93 (m,... Reactants: [OH-].[K+] (KOH), C(C)(C)(C)OC(CN=C(C1=CC=CC=C1)C1=CC=CC=C1)=O (tert-butyl(benzhydrylideneamino)acetate), quaternary ammonium salt, C(C1=CC=CC=C1)Br (benzylbromide). Solvent: C1(=CC=CC=C1)C (toluene). Product: C(C)(C)(C)OC(C(CC1=CC=CC=C1)N=C(C1=CC=CC=C1)C1=CC=CC=C1)=O (tert-butyl-2-(benzhydrylideneamino)-3-phenylpropionate). The yield is 95.0%. RXN SMILES: [C:1]([O:5][C:6](=[O:22])[CH2:7][N:8]=[C:9]([C:16]1[CH:21]=[CH:20][CH:19]=[CH:18][CH:17]=1)[C:10]1[CH:15]=[CH:14][CH:13]=[CH:12][CH:11]=1)([CH3:4])([CH3:3])[CH3:2].[CH2:23](Br)[C:24]1[CH:29]=[CH:28][CH:27]=[CH:26][CH:25]=1.[OH-].[K+]>C1(C)C=CC=CC=1>[C:1]([O:5][C:6](=[O:22])[CH:7]([N:8]=[C:9]([C:10]1[CH:11]=[CH:12][CH:13]=[CH:14][CH:15]=1)[C:16]1[CH:17]=[CH:18][CH:19]=[CH:20][CH:21]=1)[CH2:23][C:24]1[CH:29]=[CH:28][CH:27]=[CH:26][CH:25]=1)([CH3:4])([CH3:2])[CH3:3] |f:2.3|. Procedure details: 74 mg of tert-butyl(benzhydrylideneamino)acetate, 2.0 mg of an optically active quaternary ammonium salt compound (R,R)-(29), and 36 μl of benzylbromide were added to 2 ml of a toluene solvent at 0° C. 0.5 ml of 50% KOH aqueous solution was added dropwise to the resulting solution while stirring. The reaction solution was stirred for 8 hours at 0° C. and thereafter extracted by adding water and ether. The reaction product was purified by column chromatography (hexane:ether=15:1) to obtain target... Starting materials: [Li+].[Cl-] (LiCl), C(C)(C)(C)OC(=O)N[C@H](C[C@H]1[C@@H](N(C(O1)(C)C)C(=O)OCC1=CC=CC=C1)CC1=CC=C(C=C1)OC(C(F)(F)F)=O)CC1=CC=CC=C1 (benzyl(4S,5S)-5-{(2S)-2-[(tert-butoxycarbonyl)amino]-3-phenylpropyl}-2,2-dimethyl-4-{4-[(trifluoroacetyl)oxy]benzyl}-1,3-oxazolidine-3-carboxylate), CC1=NC=C(C=C1)[Sn](CCCC)(CCCC)CCCC (2-methyl-5-(tributylstannyl)pyridine). Reagents/catalysts: Cl[Pd]([P](C1=CC=CC=C1)(C2=CC=CC=C2)C3=CC=CC=C3)([P](C4=CC=CC=C4)(C5=CC=CC=C5)C6=CC=CC=C6)Cl (dichlorobis(triphenylphosphine)palladium(II)). Solvent: CN(C)C=O (DMF). Yields the product C(C)(C)(C)OC(=O)N[C@H](C[C@H]1[C@@H](N(C(O1)(C)C)C(=O)OCC1=CC=CC=C1)CC1=CC=C(C=C1)C=1C=NC(=CC1)C)CC1=CC=CC=C1 (benzyl(4S,5S)-5-{(2S)-2-[(tert-butoxycarbonyl)amino]-3-phenylpropyl}-2,2-dimethyl-4-[4-(6-methyl-3-pyridinyl)benzyl]-1,3-oxazolidine-3-carboxylate). Yield: 83.9%. RXN SMILES: [C:1]([O:5][C:6]([NH:8][C@@H:9]([CH2:42][C:43]1[CH:48]=[CH:47][CH:46]=[CH:45][CH:44]=1)[CH2:10][C@@H:11]1[O:15][C:14]([CH3:17])([CH3:16])[N:13]([C:18]([O:20][CH2:21][C:22]2[CH:27]=[CH:26][CH:25]=[CH:24][CH:23]=2)=[O:19])[C@H:12]1[CH2:28][C:29]1[CH:34]=[CH:33][C:32](OC(=O)C(F)(F)F)=[CH:31][CH:30]=1)=[O:7])([CH3:4])([CH3:3])[CH3:2].[Li+].[Cl-].[CH3:51][C:52]1[CH:57]=[CH:56][C:55]([Sn](CCCC)(CCCC)CCCC)=[CH:54][N:53]=1>CN(C=O)C.Cl[Pd](Cl)([P](C1C=CC=CC=1)(C1C=CC=CC=1)C1C=CC=CC=1)[P](C1C=CC=CC=1)(C1C=CC=CC=1)C1C=CC=CC=1>[C:1]([O:5][C:6]([NH:8][C@@H:9]([CH2:42][C:43]1[CH:44]=[CH:45][CH:46]=[CH:47][CH:48]=1)[CH2:10][C@@H:11]1[O:15][C:14]([CH3:17])([CH3:16])[N:13]([C:18]([O:20][CH2:21][C:22]2[CH:27]=[CH:26][CH:25]=[CH:24][CH:23]=2)=[O:19])[C@H:12]1[CH2:28][C:29]1[CH:34]=[CH:33][C:32]([C:55]2[CH:54]=[N:53][C:52]([CH3:51])=[CH:57][CH:56]=2)=[CH:31][CH:30]=1)=[O:7])([CH3:4])([CH3:3])[CH3:2] |f:1.2,^1:78,97|. Reported procedure: A solution containing the product from Example 23I (0.25 g, 0.354 mmol) in DMF (3.5 mL) was treated with LiCl (0.15 g, 3.54 mmol), dichlorobis(triphenylphosphine)palladium(II) (0.075 g, 0.107 mmol), and the product from Example 87A (0.40 mL, 1.67 mmol), heated at 100° C. for 16 hours, cooled and partitioned between ethyl acetate and water. The organic phase was washed with brine and dried over MgSO4, filtered and concentrated. The residue was chromatographed on silica gel eluting with 0-25% ethy...